This data is from the Open Reaction Database (ORD), a public repository of structured organic reaction records. The task is: describe an organic reaction: reactants, conditions, products, and yield Starting materials: BrC1=CC=2C3=C(C=NC2C=C1)N(C(N3C=3C(=NN(C3)C)C)=O)C (8-bromo-1-(1,3-dimethyl-1H-pyrazol-4-yl)-3-methyl-1,3-dihydro-imidazo[4,5-c]quinolin-2-one), BrC1=CC=2C3=C(C=NC2C=C1)N(C(N3C=3C(=NN(C3)C)C)=O)C (8-bromo-1-(1,3-dimethyl-1H-pyrazol-4-yl)-3-methyl-1,3-dihydro-imidazo[4,5-c]quinolin-2-one), CN1CCN(CC1)C1=NC=C(C=C1)B1OC(C)(C)C(C)(C)O1 (2-(4-methylpiperazine-1-yl)pyridine-5-boronic acid pinacol ester). The product is CN1N=C(C(=C1)N1C(N(C=2C=NC=3C=CC(=CC3C21)C=2C=NC(=CC2)N2CCN(CC2)C)C)=O)C (1-(1,3-Dimethyl-1H-pyrazol-4-yl)-3-methyl-8-[6-(4-methyl-piperazin-1-yl)-pyridin-3-yl]-1,3-dihydro-imidazo[4,5-c]quinolin-2-one). As a reaction SMILES: Br[C:2]1[CH:11]=[CH:10][C:9]2[N:8]=[CH:7][C:6]3[N:12]([CH3:23])[C:13](=[O:22])[N:14]([C:15]4[C:16]([CH3:21])=[N:17][N:18]([CH3:20])[CH:19]=4)[C:5]=3[C:4]=2[CH:3]=1.[CH3:24][N:25]1[CH2:30][CH2:29][N:28]([C:31]2[CH:36]=[CH:35][C:34](B3OC(C)(C)C(C)(C)O3)=[CH:33][N:32]=2)[CH2:27][CH2:26]1>>[CH3:20][N:18]1[CH:19]=[C:15]([N:14]2[C:5]3[C:4]4[CH:3]=[C:2]([C:34]5[CH:33]=[N:32][C:31]([N:28]6[CH2:27][CH2:26][N:25]([CH3:24])[CH2:30][CH2:29]6)=[CH:36][CH:35]=5)[CH:11]=[CH:10][C:9]=4[N:8]=[CH:7][C:6]=3[N:12]([CH3:23])[C:13]2=[O:22])[C:16]([CH3:21])=[N:17]1. Procedure details: The title compound was synthesized in a similar manner as described for Example 1.1 using 8-bromo-1-(1,3-dimethyl-1H-pyrazol-4-yl)-3-methyl-1,3-dihydro-imidazo[4,5-c]quinolin-2-one (Intermediate A, 40 mg, 0.107 mmol) and 2-(4-methylpiperazine-1-yl)pyridine-5-boronic acid pinacol ester (Combi-Blocks, San Diego, USA, 40 mg, 0.132 mmol) to give the title compound as a white solid. (HPLC: tR 2.04 min (Method A); M+H=469 MS-ES; 1H-NMR (d6-DMSO, 400 MHz) 8.91 (s, 1H), 8.30-8.24 (m, 1H), 8.14-8.10 (m, ... Reactants: [BH4-], COC(=O)CCC(NC(=O)OC(C)(C)C)C(=O)O, C1CCOC1, CN1CCOCC1, CO, CCOC(=O)Cl, [K+], [Na+], O=S(=O)([O-])O. The product is COC(=O)CCC(CO)NC(=O)OC(C)(C)C. As a reaction SMILES: [BH4-:32].[C:1]([CH3:2])([CH3:3])([CH3:4])[O:5][C:6](=[O:7])[NH:8][CH:9]([C:10](=[O:11])[OH:12])[CH2:13][CH2:14][C:15](=[O:16])[O:17][CH3:18].[CH2:40]1[O:41][CH2:42][CH2:43][CH2:44]1.[CH3:19][N:20]1[CH2:21][CH2:22][O:23][CH2:24][CH2:25]1.[CH3:45][OH:46].[Cl:26][C:27]([O:28][CH2:29][CH3:30])=[O:31].[K+:39].[Na+:33].[S:34](=[O:35])(=[O:36])([OH:37])[O-:38]>>[C:1]([CH3:2])([CH3:3])([CH3:4])[O:5][C:6](=[O:7])[NH:8][CH:9]([CH2:10][OH:11])[CH2:13][CH2:14][C:15](=[O:16])[O:17][CH3:18]. Starting materials: CCCC[N+](CCCC)(CCCC)CCCC, ClC(Cl)Cl, ClCCl, Cl, NC1CCC(F)(F)CC1, [Na+], [OH-], O, O=S(=O)([O-])O. Product: [C-]#[N+]C1CCC(F)(F)CC1. RXN SMILES: [CH2:25]([N+:26]([CH2:27][CH2:28][CH2:29][CH3:30])([CH2:31][CH2:32][CH2:33][CH3:34])[CH2:35][CH2:36][CH2:37][CH3:38])[CH2:39][CH2:40][CH3:41].[CH:13]([Cl:14])([Cl:15])[Cl:16].[Cl:17][CH2:18][Cl:19].[ClH:1].[F:2][C:3]1([F:10])[CH2:4][CH2:5][CH:6]([NH2:9])[CH2:7][CH2:8]1.[Na+:12].[OH-:11].[OH2:42].[S:20]([O-:21])([OH:22])(=[O:23])=[O:24]>>[F:2][C:3]1([F:10])[CH2:4][CH2:5][CH:6]([N+:9]#[C-:13])[CH2:7][CH2:8]1. The reactants are ClCCCBr, O=C([O-])[O-], CC(C)=O, [K+], [K+], CC(=O)c1ccc(O)cc1. Yields the product CC(=O)c1ccc(OCCCCl)cc1. RXN SMILES: [Br:11][CH2:12][CH2:13][CH2:14][Cl:15].[C:16](=[O:17])([O-:18])[O-:19].[CH3:22][C:23](=[O:24])[CH3:25].[K+:20].[K+:21].[OH:1][c:2]1[cH:3][cH:4][c:5]([C:8]([CH3:9])=[O:10])[cH:6][cH:7]1>>[O:1]([c:2]1[cH:3][cH:4][c:5]([C:8]([CH3:9])=[O:10])[cH:6][cH:7]1)[CH2:12][CH2:13][CH2:14][Cl:15]. Reactants: FC=1C=C2C=C(C=NC2=CC1)C=1C=NN2C1N=C(C=C2N(COCC[Si](C)(C)C)COCC[Si](C)(C)C)C(C)NC2CCOCC2 (3-(6-fluoroquinolin-3-yl)-5-(1-(tetrahydro-2H-pyran-4-ylamino)ethyl)-N,N-bis((2-(trimethylsilyl)ethoxy)methyl)pyrazolo[1,5-a]pyrimidin-7-amine), O (water), O (water). The solvent is C(=O)(C(F)(F)F)O (TFA), C(=O)(C(F)(F)F)O (TFA). Conditions: time 2 hour. Yields the product FC=1C=C2C=C(C=NC2=CC1)C=1C=NN2C1N=C(C=C2N)C(C)NC2CCOCC2 (3-(6-fluoroquinolin-3-yl)-5-(1-(tetrahydro-2H-pyran-4-ylamino)ethyl)pyrazolo[1,5-a]pyrimidin-7-amine). Reaction SMILES: [F:1][C:2]1[CH:3]=[C:4]2[C:9](=[CH:10][CH:11]=1)[N:8]=[CH:7][C:6]([C:12]1[CH:13]=[N:14][N:15]3[C:20]([N:21](COCC[Si](C)(C)C)COCC[Si](C)(C)C)=[CH:19][C:18]([CH:38]([NH:40][CH:41]4[CH2:46][CH2:45][O:44][CH2:43][CH2:42]4)[CH3:39])=[N:17][C:16]=13)=[CH:5]2.O>C(O)(C(F)(F)F)=O>[F:1][C:2]1[CH:3]=[C:4]2[C:9](=[CH:10][CH:11]=1)[N:8]=[CH:7][C:6]([C:12]1[CH:13]=[N:14][N:15]3[C:20]([NH2:21])=[CH:19][C:18]([CH:38]([NH:40][CH:41]4[CH2:42][CH2:43][O:44][CH2:45][CH2:46]4)[CH3:39])=[N:17][C:16]=13)=[CH:5]2. Reported procedure: To a solution of 3-(6-fluoroquinolin-3-yl)-5-(1-(tetrahydro-2H-pyran-4-ylamino)ethyl)-N,N-bis((2-(trimethylsilyl)ethoxy)methyl)pyrazolo[1,5-a]pyrimidin-7-amine (84 mg, 0.13 mmol) in TFA (2 ml) was added few drops of water and stifling continued for 2 h at room temperature. LC/MS showed no starting material (M.W=666) remaining. TFA along with water was rotoevaporated, and the crude was dried under the high vacuum for 4 h, which was used without further purification for the next step.